This data is from the Open Reaction Database (ORD), a public repository of structured organic reaction records. The task is: describe an organic reaction: reactants, conditions, products, and yield The reactants are CC(C)(C)OC(=O)NC(C(=O)NC1C(=O)NC1CI)c1ccccc1, O=CC(=O)OC(c1ccccc1)c1ccccc1, [Li]CCCC, CCCCCC, Cc1ccccc1, C1CCOC1. The product is CC(C)(C)OC(=O)NC(C(=O)NC1C(=O)N(C(O)C(=O)OC(c2ccccc2)c2ccccc2)C1CI)c1ccccc1. RXN SMILES: [C:1]([CH3:2])([CH3:3])([CH3:4])[O:5][C:6](=[O:7])[NH:8][CH:9]([C:10](=[O:11])[NH:12][CH:13]1[CH:14]([CH2:18][I:19])[NH:15][C:16]1=[O:17])[c:20]1[cH:21][cH:22][cH:23][cH:24][cH:25]1.[C:31]([CH:32]=[O:33])(=[O:34])[O:35][CH:36]([c:37]1[cH:38][cH:39][cH:40][cH:41][cH:42]1)[c:43]1[cH:44][cH:45][cH:46][cH:47][cH:48]1.[CH2:26]([Li:27])[CH2:28][CH2:29][CH3:30].[CH3:54][CH2:55][CH2:56][CH2:57][CH2:58][CH3:59].[CH3:60][c:61]1[cH:62][cH:63][cH:64][cH:65][cH:66]1.[O:49]1[CH2:50][CH2:51][CH2:52][CH2:53]1>>[C:1]([CH3:2])([CH3:3])([CH3:4])[O:5][C:6](=[O:7])[NH:8][CH:9]([C:10](=[O:11])[NH:12][CH:13]1[CH:14]([CH2:18][I:19])[N:15]([CH:32]([C:31](=[O:34])[O:35][CH:36]([c:37]2[cH:38][cH:39][cH:40][cH:41][cH:42]2)[c:43]2[cH:44][cH:45][cH:46][cH:47][cH:48]2)[OH:33])[C:16]1=[O:17])[c:20]1[cH:21][cH:22][cH:23][cH:24][cH:25]1. Product: CC1CN(Cc2cccc(-c3cc(CNC(=O)c4cccc(CC5CCN(C(=O)OC(C)(C)C)CC5)c4)ccc3F)c2)CCN1C. Starting materials: [BH4-], C=O, CO, CC1CN(Cc2cccc(-c3cc(CNC(=O)c4cccc(CC5CCN(C(=O)OC(C)(C)C)CC5)c4)ccc3F)c2)CCN1, [Na+]. As a reaction SMILES: [BH4-:48].[CH2:46]=[O:47].[CH3:50][OH:51].[F:1][c:2]1[cH:3][cH:4][c:5]([CH2:22][NH:23][C:24](=[O:25])[c:26]2[cH:27][c:28]([CH2:32][CH:33]3[CH2:34][CH2:35][N:36]([C:39](=[O:40])[O:41][C:42]([CH3:43])([CH3:44])[CH3:45])[CH2:37][CH2:38]3)[cH:29][cH:30][cH:31]2)[cH:6][c:7]1-[c:8]1[cH:9][c:10]([CH2:14][N:15]2[CH2:16][CH:17]([CH3:21])[NH:18][CH2:19][CH2:20]2)[cH:11][cH:12][cH:13]1.[Na+:49]>>[F:1][c:2]1[cH:3][cH:4][c:5]([CH2:22][NH:23][C:24](=[O:25])[c:26]2[cH:27][c:28]([CH2:32][CH:33]3[CH2:34][CH2:35][N:36]([C:39](=[O:40])[O:41][C:42]([CH3:43])([CH3:44])[CH3:45])[CH2:37][CH2:38]3)[cH:29][cH:30][cH:31]2)[cH:6][c:7]1-[c:8]1[cH:9][c:10]([CH2:14][N:15]2[CH2:16][CH:17]([CH3:21])[N:18]([CH3:46])[CH2:19][CH2:20]2)[cH:11][cH:12][cH:13]1. The reactants are FC1(CCC(CC1)C1=C(C(=NC=2CC(CC(C12)OCC1=CC=C(C=C1)OC)(C)C)C1CCN(CC1)C1=NC=C(C=N1)COCC(C)C)C(C1=CC=C(C=C1)C(F)(F)F)F)F (4-(4,4-Difluorocyclohexyl)-3-{fluoro[4-(trifluoromethyl)phenyl]methyl}-5-[(4-methoxybenzyl)oxy]-7,7-dimethyl-2-(1-{5-[(2-methylpropoxy)methyl]pyrimidin-2-yl}piperidin-4-yl)-5,6,7,8-tetrahydroquinoline), FC1(CCC(CC1)C1=C(C(=NC=2CC(CC(C12)OCC1=CC=C(C=C1)OC)(C)C)C1CCN(CC1)C1=NC=C(C=N1)COCC)C(C1=CC=C(C=C1)C(F)(F)F)F)F (4-(4,4-difluorocyclohexyl)-2-{1-[5-(ethoxymethyl)pyrimidin-2-yl]piperidin-4-yl}-3-{fluoro[4-(trifluoromethyl)phenyl]methyl}-5-[(4-methoxybenzyl)oxy]-7,7-dimethyl-5,6,7,8-tetrahydroquinoline). The product is FC1(CCC(CC1)C1=C(C(=NC=2CC(CC(C12)O)(C)C)C1CCN(CC1)C1=NC=C(C=N1)COCC(C)C)C(C1=CC=C(C=C1)C(F)(F)F)F)F ((−)-4-(4,4-Difluorocyclohexyl)-3-{fluoro[4-(trifluoromethyl)phenyl]methyl}-7,7-dimethyl-2-(1-{5-[(2-methylpropoxy)methyl]pyrimidin-2-yl}piperidin-4-yl)-5,6,7,8-tetrahydroquinolin-5-ol). The yield is 69.6%. Reaction SMILES: [F:1][C:2]1([F:60])[CH2:7][CH2:6][CH:5]([C:8]2[C:17]3[CH:16]([O:18]CC4C=CC(OC)=CC=4)[CH2:15][C:14]([CH3:29])([CH3:28])[CH2:13][C:12]=3[N:11]=[C:10]([CH:30]3[CH2:35][CH2:34][N:33]([C:36]4[N:41]=[CH:40][C:39]([CH2:42][O:43][CH2:44][CH:45]([CH3:47])[CH3:46])=[CH:38][N:37]=4)[CH2:32][CH2:31]3)[C:9]=2[CH:48]([F:59])[C:49]2[CH:54]=[CH:53][C:52]([C:55]([F:58])([F:57])[F:56])=[CH:51][CH:50]=2)[CH2:4][CH2:3]1.FC1(F)CCC(C2C3C(OCC4C=CC(OC)=CC=4)CC(C)(C)CC=3N=C(C3CCN(C4N=CC(COCC)=CN=4)CC3)C=2C(F)C2C=CC(C(F)(F)F)=CC=2)CC1>>[F:60][C:2]1([F:1])[CH2:3][CH2:4][CH:5]([C:8]2[C:17]3[CH:16]([OH:18])[CH2:15][C:14]([CH3:28])([CH3:29])[CH2:13][C:12]=3[N:11]=[C:10]([CH:30]3[CH2:31][CH2:32][N:33]([C:36]4[N:41]=[CH:40][C:39]([CH2:42][O:43][CH2:44][CH:45]([CH3:46])[CH3:47])=[CH:38][N:37]=4)[CH2:34][CH2:35]3)[C:9]=2[CH:48]([F:59])[C:49]2[CH:50]=[CH:51][C:52]([C:55]([F:56])([F:58])[F:57])=[CH:53][CH:54]=2)[CH2:6][CH2:7]1. Reported procedure: Reactions similar to those of Example 26 were performed except for using 59 mg (0.070 mmol) of 4-(4,4-Difluorocyclohexyl)-3-{fluoro[4-(trifluoromethyl)phenyl]methyl}-5-[(4-methoxybenzyl)oxy]-7,7-dimethyl-2-(1-{5-[(2-methylpropoxy)methyl]pyrimidin-2-yl}piperidin-4-yl)-5,6,7,8-tetrahydroquinoline, which was prepared by a method similar to that of Reference Example 24 instead of 4-(4,4-difluorocyclohexyl)-2-{1-[5-(ethoxymethyl)pyrimidin-2-yl]piperidin-4-yl}-3-{fluoro[4-(trifluoromethyl)phenyl]methy... Starting materials: C#C[Si](C)(C)C, O=C1CC(c2cccc(I)c2)=Nc2ccc(C#Cc3ccccc3)cc2N1. Product: C[Si](C)(C)C#Cc1cccc(C2=Nc3ccc(C#Cc4ccccc4)cc3NC(=O)C2)c1. RXN SMILES: [CH3:28][Si:29]([CH3:30])([CH3:31])[C:32]#[CH:33].[I:1][c:2]1[cH:3][c:4]([C:8]2=[N:9][c:10]3[c:11]([cH:16][c:17]([C:20]#[C:21][c:22]4[cH:23][cH:24][cH:25][cH:26][cH:27]4)[cH:18][cH:19]3)[NH:12][C:13](=[O:15])[CH2:14]2)[cH:5][cH:6][cH:7]1>>[c:2]1([C:33]#[C:32][Si:29]([CH3:28])([CH3:30])[CH3:31])[cH:3][c:4]([C:8]2=[N:9][c:10]3[c:11]([cH:16][c:17]([C:20]#[C:21][c:22]4[cH:23][cH:24][cH:25][cH:26][cH:27]4)[cH:18][cH:19]3)[NH:12][C:13](=[O:15])[CH2:14]2)[cH:5][cH:6][cH:7]1. The reactants are COC(=O)C=1C=CC(=NC1)C(=O)O (5-(methoxycarbonyl)pyridine-2-carboxylic acid), Cl.FC1(CCC(CC1)N)F (4,4-difluorocyclohexylamine hydrochlorid). Yields the product FC1(CCC(CC1)NC(=O)C1=NC=C(C(=O)O)C=C1)F (6-[(4,4-difluorocyclohexyl)carbamoyl]nicotinic acid). Reaction SMILES: C[O:2][C:3]([C:5]1[CH:6]=[CH:7][C:8]([C:11]([OH:13])=O)=[N:9][CH:10]=1)=[O:4].Cl.[F:15][C:16]1([F:23])[CH2:21][CH2:20][CH:19]([NH2:22])[CH2:18][CH2:17]1>>[F:15][C:16]1([F:23])[CH2:21][CH2:20][CH:19]([NH:22][C:11]([C:8]2[CH:7]=[CH:6][C:5]([C:3]([OH:2])=[O:4])=[CH:10][N:9]=2)=[O:13])[CH2:18][CH2:17]1 |f:1.2|. Procedure details: The title compound was synthesized in two steps. The first as described for Intermediate example I-97, starting from 5-(methoxycarbonyl)pyridine-2-carboxylic acid and 4,4-difluorocyclohexylamine hydrochlorid, and the second as described for Intermediate example I-98 at 55° C., starting from the product received in the first step which was first purified by column chromatography using a gradient of ethyl acetate in heptane. Total yield (two steps) 65%; 1H NMR (400 MHz, DMSO-d6) δ ppm 9.08 (dd, 1 ... Starting materials: C(C)(C)(C)OC(=O)N[C@@H](C(C(=O)OC)O)CCSCC (methyl (2RS,3R)-3-[(tert-butoxycarbonyl)amino]-5-(ethylsulfanyl)-2-hydroxypentanoate), CC1=CC=C(C=C1)S(=O)(=O)O (4-methylbenzenesulfonic acid). Run in COC(C)(C)OC (2,2-dimethoxypropane), C(C)(=O)OCC (ethyl acetate). Yields the product acetone hexanes, C(C)SCC[C@H]1N(C(OC1C(=O)OC)(C)C)C(=O)OC(C)(C)C (3-tert-butyl 5-methyl (4R,5RS)-4-[2-(ethylsulfanyl)ethyl]-2,2-dimethyl-1,3-oxazolidine-3,5-dicarboxylate). The yield is 10.0%. As a reaction SMILES: [C:1]([O:5][C:6]([NH:8][C@H:9]([CH2:16][CH2:17][S:18][CH2:19][CH3:20])[CH:10]([OH:15])[C:11]([O:13][CH3:14])=[O:12])=[O:7])([CH3:4])([CH3:3])[CH3:2].[CH3:21][C:22]1C=CC(S(O)(=O)=O)=C[CH:23]=1>COC(OC)(C)C.C(OCC)(=O)C>[CH2:19]([S:18][CH2:17][CH2:16][C@@H:9]1[CH:10]([C:11]([O:13][CH3:14])=[O:12])[O:15][C:22]([CH3:23])([CH3:21])[N:8]1[C:6]([O:5][C:1]([CH3:4])([CH3:3])[CH3:2])=[O:7])[CH3:20]. Procedure details: A mixture of Example 21A (1.12 g, 3.65 mmol) and catalytic 4-methylbenzenesulfonic acid (15 mg) in 2,2-dimethoxypropane (35 mL) at ambient temperature was stirred for 36 hours, diluted with ethyl acetate, washed sequentially with aqueous NaHCO3 and pH 7 buffer, dried (MgSO4), filtered, and concentrated. Flash column chromatography (silica gel, 10% acetone/hexanes) provided the desired product. MS (ESI) m/e 348 (M+H)+. Reactants: ClC=1C=C(C=CC1)O (3-chlorophenol), [Si](C)(C)(C(C)(C)C)OCCCN1C(N(C2=C(C1=O)C(=C(N=C2)Cl)C(O)C2=CC=C(C=C2)Cl)C)=O (3-(3-(tert-butyldimethylsilyloxy)propyl)-6-chloro-5-((4-chlorophenyl) (hydroxy)methyl)-1-methylpyrido[3,4-d]pyrimidine-2,4(1H,3H)-dione), [Si](C)(C)(C(C)(C)C)OCCCN1C(N(C2=C(C1=O)C(=C(N=C2)Cl)C(O)C2=CC=C(C=C2)Cl)C)=O (3-(3-(tert-butyldimethylsilyloxy)propyl)-6-chloro-5-((4-chlorophenyl) (hydroxy)methyl)-1-methylpyrido[3,4-d]pyrimidine-2,4(1H,3H)-dione), C(=O)([O-])[O-].[Cs+].[Cs+] (Cs2CO3), CN(CC(=O)O)C (2-(dimethylamino)acetic acid). The reagents and catalysts are [Cu]I (CuI). Solvent: O1CCOCC1 (dioxane). Product: [Si](C)(C)(C(C)(C)C)OCCCN1C(N(C2=C(C1=O)C=C(N=C2)OC2=CC(=CC=C2)Cl)C)=O (3-(3-(tert-butyldimethylsilyloxy)propyl)-6-(3-chlorophenoxy)-1-methylpyrido[3,4-d]pyrimidine-2,4(1H,3H)-dione). The yield is 63.0%. Reaction SMILES: [Si:1]([O:8][CH2:9][CH2:10][CH2:11][N:12]1[C:17](=[O:18])[C:16]2[C:19](C(C3C=CC(Cl)=CC=3)O)=[C:20](Cl)[N:21]=[CH:22][C:15]=2[N:14]([CH3:33])[C:13]1=[O:34])([C:4]([CH3:7])([CH3:6])[CH3:5])([CH3:3])[CH3:2].C([O-])([O-])=O.[Cs+].[Cs+].CN(C)CC(O)=O.[Cl:48][C:49]1[CH:50]=[C:51]([OH:55])[CH:52]=[CH:53][CH:54]=1>O1CCOCC1.[Cu]I>[Si:1]([O:8][CH2:9][CH2:10][CH2:11][N:12]1[C:17](=[O:18])[C:16]2[CH:19]=[C:20]([O:55][C:51]3[CH:52]=[CH:53][CH:54]=[C:49]([Cl:48])[CH:50]=3)[N:21]=[CH:22][C:15]=2[N:14]([CH3:33])[C:13]1=[O:34])([C:4]([CH3:7])([CH3:6])[CH3:5])([CH3:2])[CH3:3] |f:1.2.3|. Reported procedure: To a mixture of 3-(3-(tert-butyldimethylsilyloxy)propyl)-6-chloro-1-methylpyrido[3,4-d]pyrimidine-2,4(1H,3H)-dione (See Compound 49, step 3, 383 mg, 1 mmol) CuI (24.7 mg, 0.13 mmol), Cs2CO3 (650 mg, 2 mmol), 2-(dimethylamino)acetic acid (51.5 mg, 0.5 mmol) in dioxane (6 mL) was added 3-chlorophenol (192 mg, 1.5 mmol). The reaction was heated at 140° C. (MW) for 2.5 h, cooled to RT and filtered through a pad of Celite. The filtrate was diluted with EA (20 mL) and water (20 mL). The organic layer ... Reactants: Cl.OC1=CC=C(C(=N)N)C=C1 (4-hydroxybenzamidine hydrochloride), CN(C(COC(=O)C=C)CCCCCC)C (β-dimethylamino-α-octyloxyacrolein), C[O-].[Na+] (sodium methoxide). Product: OC1=CC=C(C=C1)C1=NC=C(C=C1)OCCCCCCCC (2-(4-hydroxyphenyl)-5-octyloxypyridine). As a reaction SMILES: Cl.[OH:2][C:3]1[CH:11]=[CH:10][C:6]([C:7]([NH2:9])=N)=[CH:5][CH:4]=1.CN(C)[CH:14]([CH2:21][CH2:22][CH2:23][CH2:24][CH2:25][CH3:26])[CH2:15][O:16][C:17]([CH:19]=[CH2:20])=O.[CH3:28][O-].[Na+]>>[OH:2][C:3]1[CH:4]=[CH:5][C:6]([C:7]2[CH:20]=[CH:19][C:17]([O:16][CH2:15][CH2:14][CH2:21][CH2:22][CH2:23][CH2:24][CH2:25][CH3:26])=[CH:28][N:9]=2)=[CH:10][CH:11]=1 |f:0.1,3.4|. Procedure: The intended compound was synthesized from 4-hydroxybenzamidine hydrochloride and β-dimethylamino-α-octyloxyacrolein by customary procedures by using sodium methoxide. The reactants are CC1=NC=CC(=C1)C=1C=C(C=C(C1)[N+](=O)[O-])N (3-(2-Methylpyridin-4-yl)-5-nitrobenzenamine). The reagents and catalysts are [Pd] (Pd/C). Run in CO (MeOH). Conditions: temperature 50 celsius, time 4 hour. The product is CC1=NC=CC(=C1)C=1C=C(C=C(C1)N)N (5-(2-Methylpyridin-4-yl)benzene-1,3-diamine). Yield: 0.1%. As a reaction SMILES: [CH3:1][C:2]1[CH:7]=[C:6]([C:8]2[CH:9]=[C:10]([NH2:17])[CH:11]=[C:12]([N+:14]([O-])=O)[CH:13]=2)[CH:5]=[CH:4][N:3]=1>CO.[Pd]>[CH3:1][C:2]1[CH:7]=[C:6]([C:8]2[CH:13]=[C:12]([NH2:14])[CH:11]=[C:10]([NH2:17])[CH:9]=2)[CH:5]=[CH:4][N:3]=1. Reported procedure: To a rt solution of 51.1B (1.10 mg, 4.8 mol) in MeOH (10 mL) was added 5% Pd/C. The heterogeneous solution was stirred at 50° C. under H2 for 4.0 hr. To the resulting mixture was added celite, solid was filtered off and washed with MeOH. The combined liquid was concentrated under reduced pressure to provide the title product 51.1C as colorless solid (865 mg, 91%).